This data is from the Open Reaction Database (ORD), a public repository of structured organic reaction records. The task is: describe an organic reaction: reactants, conditions, products, and yield Reactants: BrC1=NC=CC=C1OC (2-bromo-3-methoxy pyridine), C(C1=CC=CC=C1)N1[C@@H]2CN[C@H](C1)C2 ((1S,4S)-N-benzyl-2,5-diazabicyclo[2.2.1]heptane). Run in C(Cl)Cl (CH2Cl2). Run at temperature 100 celsius. Product: COC=1C(=NC=CC1)N1[C@@H]2CN([C@H](C1)C2)CC2=CC=CC=C2 (2-(3-methoxy-2-pyridinyl)-5-phenylmethyl-(1S,4S)-2,5-diazabicyclo[2.2.1]-heptane). The yield is 51.0%. RXN SMILES: Br[C:2]1[C:7]([O:8][CH3:9])=[CH:6][CH:5]=[CH:4][N:3]=1.[CH2:10]([N:17]1[CH2:22][C@@H:21]2[CH2:23][C@H:18]1[CH2:19][NH:20]2)[C:11]1[CH:16]=[CH:15][CH:14]=[CH:13][CH:12]=1>C(Cl)Cl>[CH3:9][O:8][C:7]1[C:2]([N:20]2[CH2:19][C@@H:18]3[CH2:23][C@H:21]2[CH2:22][N:17]3[CH2:10][C:11]2[CH:16]=[CH:15][CH:14]=[CH:13][CH:12]=2)=[N:3][CH:4]=[CH:5][CH:6]=1. Reported procedure: A mixture of 2-bromo-3-methoxy pyridine (9.9 g) and (1S,4S)-N-benzyl-2,5-diazabicyclo[2.2.1]heptane (10.9 g) was heated at 100° C. in a Parr bomb for 67 h. The reaction mixture was cooled to 23° C., dissolved in CH2Cl2, extracted with 5% NaHCO3, and finally wit:h H2O. The organic layer was dried over K2CO3, filtered, and concentrated under reduced pressure. The crude oil was purified by silica gel chromatography (CH2Cl2 :MeOH; 96:4) to give the desired product (7.93 g, 51%). Conditions: temperature 160 celsius, time 40 minute. Product: N1=C(N=C(C2=C1C=CC=N2)O)O (pyrido[3,2-d]pyrimidine-2,4-diol). Procedure details: 3-Aminopicolinic acid (A-1) (1.0 g, 7.24 mmol, 1.0 eq), potassium cyanate (2.94 g, 36.2 mmol, 5.0 eq) and ammonium chloride (3.87 g, 72.4 mmol, 10.0 eq) are suspended in water (40 mL). The slurry is heated to 160° C. and mixed manually for 2 h as water vapour is expelled from the reaction vessel. The reaction temperature is then increased to 200° C. and stirred for 40 min. After cooling to 90° C., hot water is added and then the mixture is allowed to cool to RT. The mixture is acidified with con... The reactants are NC=1C(=NC=CC1)C(=O)O (3-Aminopicolinic acid), Cl (HCl), [O-]C#N.[K+] (potassium cyanate), [Cl-].[NH4+] (ammonium chloride). Solvent: O (water), O (water), O (water). RXN SMILES: [NH2:1][C:2]1[C:3]([C:8]([OH:10])=O)=[N:4][CH:5]=[CH:6][CH:7]=1.[O-:11][C:12]#[N:13].[K+].[Cl-].[NH4+].Cl>O>[N:1]1[C:2]2[CH:7]=[CH:6][CH:5]=[N:4][C:3]=2[C:8]([OH:10])=[N:13][C:12]=1[OH:11] |f:1.2,3.4|. Starting materials: ClC1=CC=C(C=C1)NN (4-chlorophenylhydrazine), C(#N)C1C(CCCC1)=O (2-cyanocyclohexanone), ClC1C(CCCC1)=O (2-chlorocyclohexanone), [C-]#N.[K+] (potassium cyanide). The reagents and catalysts are C(C)(=O)O (acetic acid). Run in C1(=CC=CC=C1)C (toluene), C(C)N(CC)CC (triethylamine). The product is NC=1N(N=C2CCCCC12)C1=CC=C(C=C1)Cl (3-amino-2-(4-chlorophenyl)-4,5,6,7-tetrahydro-2H-indazole). Reaction SMILES: [Cl:1][C:2]1[CH:7]=[CH:6][C:5]([NH:8][NH2:9])=[CH:4][CH:3]=1.[C:10]([CH:12]1[CH2:17][CH2:16][CH2:15][CH2:14][C:13]1=O)#[N:11].ClC1CCCCC1=O.[C-]#N.[K+]>C(O)(=O)C.C1(C)C=CC=CC=1.C(N(CC)CC)C>[NH2:11][C:10]1[N:8]([C:5]2[CH:6]=[CH:7][C:2]([Cl:1])=[CH:3][CH:4]=2)[N:9]=[C:13]2[C:12]=1[CH2:17][CH2:16][CH2:15][CH2:14]2 |f:3.4|. Reported procedure: A mixture of 3.6 parts of 4-chlorophenylhydrazine and 2.0 parts of triethylamine in 20.0 parts of toluene was stirred at room temperature for fifteen minutes. To the mixture was added 2.5 parts of 2-cyanocyclohexanone, prepared from commercial 2-chlorocyclohexanone and potassium cyanide [von R. E. Meyer, Helv. Chim. Acta., 16, 1291 (1933)], and a few drops of acetic acid. After refluxing for two hours, followed by stirring at room temperature overnight, the reaction mixture was evaporated to rem... The reactants are carbonyl, alkoxyl, C1(=CC=CC=C1)NNC(=O)N (phenylsemicarbazide), halogen, heterocyclic ring, NNC(=S)N (thiosemicarbazide), heterocyclic ring, alkoxyl, alkyl, C1(CCCCC1)=O (cyclohexanone), H2N-R1, C1(=CC=CC=C1)NN (phenylhydrazine), NNC(=S)N (thiosemicarbazide), N1C(CCCC1)=O.C1(C=CCCC1)=O (cyclohexenone piperidone), aryloxy, [OH] (hydroxyl radical), nitrile, NNC(=O)N (semicarbazide), aryl, nitro, NN (hydrazine), C1(=CC=CC=C1)NN (phenylhydrazine), NO (hydroxylamine), N1C(CCC1)=O (pyrrolidone), amino, NN (hydrazine), C1(=CC=CC=C1)NNC(=O)N (phenylsemicarbazide), hydrazines, ketone, acyl alkoxycarbonyl, alkyl, H2N-R1, alkoxyl, C1(CCCC1)=O (cyclopentanone), aryl, N1C(=O)NC(=O)C1 (hydantoin), C(C1=CC=NC=C1)(=O)NN (isonicotinicacid hydrazide), acylamino, semicarbazides, alicyclic, lactone, O=O (oxygen). Run in semicarbazides. Yields the product C1(CCC2=CC=CC=C12)=O (indanone), C1(CC=CC2=C1C=CC=C2)=O (benzocyclohexenone), C1(C=CC=C2C1=CC=CC=C2)=O (benzocycloheptenone), oxyindole. Reaction SMILES: [OH].NO.NN.NN[C:8](N)=[O:9].NNC(N)=S.[C:16]1(NN)[CH:21]=[CH:20][CH:19]=[CH:18][CH:17]=1.[C:24](NN)(=O)[C:25]1C=CN=C[CH:26]=1.[C:34]1(NNC(N)=O)C=CC=CC=1.O=O.C1(=O)CCCC1.C1(=O)CCCCC1.N1CCCCC1=O.C1(=O)CCCC=C1.N1CCCC1=O.N1CC(=O)NC1=O>>[C:8]1(=[O:9])[C:21]2[C:16](=[CH:17][CH:18]=[CH:19][CH:20]=2)[CH2:25][CH2:24]1.[C:8]1(=[O:9])[C:17]2[CH:18]=[CH:19][CH:20]=[CH:21][C:16]=2[CH:24]=[CH:25][CH2:26]1.[C:8]1(=[O:9])[C:34]2=[CH:17][CH:18]=[CH:19][CH:20]=[CH:21][C:16]2=[CH:26][CH:25]=[CH:24]1 |f:11.12,^1:0|. Reported procedure: As representative compounds having the above formula, A in the formula represents an oxygen atom or =NR1 radical in which R1 is a hydroxyl radical or an amino radical which may substituted and especially when A is =NR1, R1 in =C=N-R1 formed as the result of dehydrating reaction between a carbonyl reagent having the formula of H2N-R1 and a ketone radical is representative. As representative compounds of H2N-R1, there can be mentioned, for example, hydroxylamine, hydrazine, semicarbazide, thiosemi... The reactants are C(C)OC(CN1C2=C(C(C(=C1)C(=O)OCC)=O)C=CC=CC2=O)=O (3-(ethoxycarbonyl)4,9-dihydro-4,9-dioxo-1H-cyclohepta[b]pyridine-1-acetic acid ethyl ester), C(C)OC(CN1C2=C(C(C(=C1)C(=O)OCC)=O)C=C(C=CC2=O)Cl)=O (6-chloro-3-(ethoxycarbonyl)-4,9-dihydro-4,9-dioxo-1H-cyclohepta[b]pyridine-1-acetic acid ethyl ester), 3-(ethoxycarbonyl)-4,9-dihydro-6-(N-methylacetylamino)-4,9-dihydro-1H-cyclohepta[b]pyridine-1-acetic acid ethyl ester, C(C)OC(=O)C=1C(C2=C(NC1)C(C=CC(=C2)NC(C)=O)=O)=O (6-(acetylamino)-4,9-dihydro-4,9-dioxo-1H-cyclohepta[b]pyridine-3-carboxylic acid ethyl ester). The product is C(=O)(O)C=1C(C2=C(N(C1)CC(=O)O)C(C=CC(=C2)O)=O)=O (3-carboxy-4,9-dihydro-6-hydroxy-4,9-dioxo-1H-cyclohepta[b]pyridine-1-acetic acid). RXN SMILES: C([O:3][C:4](=[O:24])[CH2:5][N:6]1[CH:11]=[C:10]([C:12]([O:14]CC)=[O:13])[C:9](=[O:17])[C:8]2[CH:18]=[CH:19][CH:20]=[CH:21][C:22](=[O:23])[C:7]1=2)C.C([O:27]C(C1C(=O)C2C=C(NC(=O)C)C=CC(=O)C=2NC=1)=O)C.C(OC(=O)CN1C=C(C(OCC)=O)C(=O)C2C=C(Cl)C=CC(=O)C1=2)C>>[C:12]([C:10]1[C:9](=[O:17])[C:8]2[CH:18]=[C:19]([OH:27])[CH:20]=[CH:21][C:22](=[O:23])[C:7]=2[N:6]([CH2:5][C:4]([OH:3])=[O:24])[CH:11]=1)([OH:14])=[O:13]. Procedure: In the same manner, but replacing 3-(ethoxycarbonyl)4,9-dihydro-4,9-dioxo-1H-cyclohepta[b]pyridine-1-acetic acid ethyl ester with an equivalent amount of either 3-(ethoxycarbonyl)-4,9-dihydro-6-(N-methylacetylamino)-4,9-dihydro-1H-cyclohepta[b]pyridine-1-acetic acid ethyl ester, 6-(acetylamino)-4,9-dihydro-4,9-dioxo-1H-cyclohepta[b]pyridine-3-carboxylic acid ethyl ester or 6-chloro-3-(ethoxycarbonyl)-4,9-dihydro-4,9-dioxo-1H-cyclohepta[b]pyridine-1-acetic acid ethyl ester, gave the same product,... The reactants are N#CC1CC(F)CN1C(=O)CNC12CCC(C(=O)O)(CC1)CC2, CC(N)C(C)(C)C. Yields the product CC(NC(=O)C12CCC(NCC(=O)N3CC(F)CC3C#N)(CC1)CC2)C(C)(C)C. RXN SMILES: [C:1](=[O:2])([OH:3])[C:4]12[CH2:5][CH2:6][C:7]([NH:12][CH2:13][C:14](=[O:15])[N:16]3[CH:17]([C:22]#[N:23])[CH2:18][CH:19]([F:21])[CH2:20]3)([CH2:8][CH2:9]1)[CH2:10][CH2:11]2.[CH3:24][C:25]([CH:26]([CH3:27])[NH2:28])([CH3:29])[CH3:30]>>[C:1](=[O:2])([C:4]12[CH2:5][CH2:6][C:7]([NH:12][CH2:13][C:14](=[O:15])[N:16]3[CH:17]([C:22]#[N:23])[CH2:18][CH:19]([F:21])[CH2:20]3)([CH2:8][CH2:9]1)[CH2:10][CH2:11]2)[NH:28][CH:26]([C:25]([CH3:24])([CH3:29])[CH3:30])[CH3:27]. Reactants: FC=1C=C(C=CC1)S(=O)(=O)N1C(CCCC1)C(=O)N[C@H](C(=O)O)CC1=CC=C(C=C1)OCCCF ((S)-2-{[1-(3-Fluoro-benzenesulfonyl)-piperidine-2-carbonyl]-amino}-3-[4-(3-fluoro-propoxy)-phenyl]-propionic acid), FC=1C=C(C=CC1)S(=O)(=O)N1C(CCCC1)C(=O)N[C@H](C(=O)O)CC1=CC=C(C=C1)OCCCF ((S)-2-{[1-(3-Fluoro-benzenesulfonyl)-piperidine-2-carbonyl]-amino}-3-[4-(3-fluoro-propoxy)-phenyl]-propionic acid), COC[C@H](C)N ((S)-1-methoxy-2-propylamine), ON1N=NC2=C1C=CC=C2 (1-hydroxybenzotriazole), Cl.CN(CCCN=C=NCC)C (1-[3-(dimethylamino)propyl]-3-ethylcarbodiimide hydrochloride). The solvent is ClCCl (dichloromethane), ClCCl (dichloromethane). Conditions: time 8 hour. Product: FCCCOC1=CC=C(C=C1)C[C@@H](C(N[C@H](COC)C)=O)NC(=O)[C@H]1N(CCCC1)S(=O)(=O)C1=CC(=CC=C1)F ((S)-1-(3-Fluoro-benzenesulfonyl)-piperidine-2-carboxylic acid [(S)-2-[4-(3-fluoro-propoxy)-phenyl]-1-((S)-2-methoxy-1-methyl-ethylcarbamoyl)-ethyl]-amide). Isolated yield 70.9%. As a reaction SMILES: [F:1][C:2]1[CH:3]=[C:4]([S:8]([N:11]2[CH2:16][CH2:15][CH2:14][CH2:13][CH:12]2[C:17]([NH:19][C@@H:20]([CH2:24][C:25]2[CH:30]=[CH:29][C:28]([O:31][CH2:32][CH2:33][CH2:34][F:35])=[CH:27][CH:26]=2)[C:21](O)=[O:22])=[O:18])(=[O:10])=[O:9])[CH:5]=[CH:6][CH:7]=1.[CH3:36][O:37][CH2:38][C@@H:39]([NH2:41])[CH3:40].ON1C2C=CC=CC=2N=N1.Cl.CN(C)CCCN=C=NCC>ClCCl>[F:35][CH2:34][CH2:33][CH2:32][O:31][C:28]1[CH:29]=[CH:30][C:25]([CH2:24][C@H:20]([NH:19][C:17]([C@@H:12]2[CH2:13][CH2:14][CH2:15][CH2:16][N:11]2[S:8]([C:4]2[CH:5]=[CH:6][CH:7]=[C:2]([F:1])[CH:3]=2)(=[O:9])=[O:10])=[O:18])[C:21](=[O:22])[NH:41][C@@H:39]([CH3:40])[CH2:38][O:37][CH3:36])=[CH:26][CH:27]=1 |f:3.4|. Procedure details: (S)-2-{[1-(3-Fluoro-benzenesulfonyl)-piperidine-2-carbonyl]-amino}-3-[4-(3-fluoro-propoxy)-phenyl]-propionic acid (compound 18b) (80 mg, 0.16 mmol), (S)-1-methoxy-2-propylamine (14 mg, 0.16 mmol), 1-hydroxybenzotriazole (30 mg, 0.22 mmol) and 1-[3-(dimethylamino)propyl]-3-ethylcarbodiimide hydrochloride (39 mg, 0.20 mmol) were mixed in dichloromethane (2 mL). The mixture was stirred overnight at room temperature. The reaction mixture was diluted with dichloromethane, washed twice with a saturate... Reactants: [Mg] (magnesium), CN(C)C(C1C(CCCC1)=O)C=1SC=CC1 (2-(dimethylaminothiophen-2-ylmethyl)cyclohexanone), ClCC=1C=C(C=CC1)C(F)(F)F (3-chloromethylbenzotrifluoride), Grignard reagent, [Cl-].[NH4+] (ammonium chloride). Solvent: CCOCC (ether), CCOCC (ether), CCOCC (ether). Product: crude base, Cl.CN(C)C(C1C(CCCC1)(O)CC1=CC(=CC=C1)C(F)(F)F)C=1SC=CC1 (2-[dimethylaminothiophen-2-ylmethyl]-1(3-trifluoromethylbenzyl)cyclohexanol, hydrochloride). The yield is 8.6%. As a reaction SMILES: [Mg].[Cl:2][CH2:3][C:4]1[CH:5]=[C:6]([C:10]([F:13])([F:12])[F:11])[CH:7]=[CH:8][CH:9]=1.[CH3:14][N:15]([CH:17]([C:25]1[S:26][CH:27]=[CH:28][CH:29]=1)[CH:18]1[CH2:23][CH2:22][CH2:21][CH2:20][C:19]1=[O:24])[CH3:16].[Cl-].[NH4+]>CCOCC>[ClH:2].[CH3:16][N:15]([CH:17]([C:25]1[S:26][CH:27]=[CH:28][CH:29]=1)[CH:18]1[CH2:23][CH2:22][CH2:21][CH2:20][C:19]1([CH2:3][C:4]1[CH:9]=[CH:8][CH:7]=[C:6]([C:10]([F:13])([F:12])[F:11])[CH:5]=1)[OH:24])[CH3:14] |f:3.4,6.7|. Procedure details: 0.31 g (12.6 mmole) of magnesium turnings was stirred in 10 ml of ether of analysis purity. 2.46 g (12.6 mmole) of 3-chloromethylbenzotrifluoride dissolved in 10 ml of ether were added dropwise so that the reaction mixture boiled gently. After completion of the addition the reaction mixture was stirred for a further hour at RT. 2.50 g (10.5 mmole) of the 2-(dimethylaminothiophen-2-ylmethyl)cyclohexanone prepared according to stage 1 were dissolved in 10 ml of ether, added dropwise to the Grignar... Yields the product CCCC(=O)c1cnc2c(C)cccc2c1Nc1ccccc1F. RXN SMILES: [C:1]([CH2:2][CH2:3][CH3:4])(=[O:5])[c:6]1[cH:7][n:8][c:9]2[c:10]([CH3:17])[cH:11][cH:12][cH:13][c:14]2[c:15]1[Cl:16].[NH2:18][c:19]1[cH:20][cH:21][cH:22][cH:23][c:24]1[F:25].[O:26]1[CH2:27][CH2:28][O:29][CH2:30][CH2:31]1>>[C:1]([CH2:2][CH2:3][CH3:4])(=[O:5])[c:6]1[cH:7][n:8][c:9]2[c:10]([CH3:17])[cH:11][cH:12][cH:13][c:14]2[c:15]1[NH:18][c:19]1[cH:20][cH:21][cH:22][cH:23][c:24]1[F:25]. The reactants are CCCC(=O)c1cnc2c(C)cccc2c1Cl, Nc1ccccc1F, C1COCCO1. Reactants: [I-].C[N+]1=CC(=CC=C1)C(NCCOC(C(C1=CC=CC2=CC(=CC=C12)OC)C)=O)=O (1-Methyl-3-{N-[2-(6-methoxy-α-methyl-2-naphthalenylacetoxy)ethyl]carbamoyl}pyridinium iodide), S(=O)([O-])S(=O)[O-].[Na+].[Na+] (Sodium dithionite), C([O-])(O)=O.[Na+] (sodium bicarbonate). Conditions: time 1 hour. Yields the product CN1C=C(CC=C1)C(NCCOC(C(C1=CC=CC2=CC(=CC=C12)OC)C)=O)=O (1-Methyl-3-{N-[2-(6-methoxy-α-methyl-2-naphthalenylacetoxy)ethyl]carbamoyl}-1,4-dihydropyridine). The yield is 66.0%. As a reaction SMILES: [I-].[CH3:2][N+:3]1[CH:8]=[CH:7][CH:6]=[C:5]([C:9](=[O:30])[NH:10][CH2:11][CH2:12][O:13][C:14](=[O:29])[CH:15]([CH3:28])[C:16]2[C:25]3[C:20](=[CH:21][C:22]([O:26][CH3:27])=[CH:23][CH:24]=3)[CH:19]=[CH:18][CH:17]=2)[CH:4]=1.S(S([O-])=O)([O-])=O.[Na+].[Na+].C(=O)(O)[O-].[Na+]>>[CH3:2][N:3]1[CH:8]=[CH:7][CH2:6][C:5]([C:9](=[O:30])[NH:10][CH2:11][CH2:12][O:13][C:14](=[O:29])[CH:15]([CH3:28])[C:16]2[C:25]3[C:20](=[CH:21][C:22]([O:26][CH3:27])=[CH:23][CH:24]=3)[CH:19]=[CH:18][CH:17]=2)=[CH:4]1 |f:0.1,2.3.4,5.6|. Reported procedure: The quaternary salt prepared in Example 94 (780 mg, 1.5 mmol) was dissolved in degassed, deionized water (200 mL) and acetonitrile (10 mL). Sodium dithionite (780 mg, 4.5 mmol) and sodium bicarbonate (630 mg, 7.5 mmol) were combined and added to the solution at room temperature. The reaction was continued for 1 hour, while nitrogen gas was slowly bubbled through the solution. The partially precipitated product was extracted repeatedly with ether (8×30 mL). The extracts were combined, washed with...